Task: describe an organic reaction: reactants, conditions, products, and yield. Dataset: the Open Reaction Database (ORD), a public repository of structured organic reaction records Starting materials: NC1CCN(CC1)CCN1C(C=CC2=CC=C(C=C12)F)=O (1-[2-(4-amino-1-piperidinyl)ethyl]-7-fluoro-2(1H)-quinolinone), S1COC=2C=NC(=CC21)C=O ([1,3]oxathiolo[5,4-c]pyridine-6-carbaldehyde), C(Cl)(Cl)Cl (chloroform), [BH-](OC(=O)C)(OC(=O)C)OC(=O)C.[Na+] (NaBH(OAc)3). The solvent is CO (methanol). Reaction conditions: time 1 hour. The product is Cl.Cl.FC1=CC=C2C=CC(N(C2=C1)CCN1CCC(CC1)NCC1=CC2=C(C=N1)OCS2)=O (7-fluoro-1-(2-{4-[([1,3]oxathiolo[5,4-c]pyridin-6-ylmethyl)amino]-1-piperidinyl}ethyl)-2(1H)-quinolinone Dihydrochloride). As a reaction SMILES: [NH2:1][CH:2]1[CH2:7][CH2:6][N:5]([CH2:8][CH2:9][N:10]2[C:19]3[C:14](=[CH:15][CH:16]=[C:17]([F:20])[CH:18]=3)[CH:13]=[CH:12][C:11]2=[O:21])[CH2:4][CH2:3]1.[S:22]1[C:30]2[CH:29]=[C:28]([CH:31]=O)[N:27]=[CH:26][C:25]=2[O:24][CH2:23]1.[BH-](OC(C)=O)(OC(C)=O)OC(C)=O.[Na+].C(Cl)(Cl)[Cl:48]>CO>[ClH:48].[ClH:48].[F:20][C:17]1[CH:18]=[C:19]2[C:14]([CH:13]=[CH:12][C:11](=[O:21])[N:10]2[CH2:9][CH2:8][N:5]2[CH2:6][CH2:7][CH:2]([NH:1][CH2:31][C:28]3[N:27]=[CH:26][C:25]4[O:24][CH2:23][S:22][C:30]=4[CH:29]=3)[CH2:3][CH2:4]2)=[CH:15][CH:16]=1 |f:2.3,6.7.8|. Reported procedure: A mixture of 1-[2-(4-amino-1-piperidinyl)ethyl]-7-fluoro-2(1H)-quinolinone (100 mg; 0.364 mmol) and [1,3]oxathiolo[5,4-c]pyridine-6-carbaldehyde (for a synthesis see WO2004058144, Example 61) (57 mg; 0.364 mmol) were dissolved in a 5:1 mixture of chloroform and methanol (5 ml: 1 ml) and stirred at rt under argon for 1 h. The mixture was then treated with NaBH(OAc)3 (231 mg; 1.092 mmol) and stirred for a further 1 h. The solvents were then removed and the crude residues purified by chromatography...